From a dataset of the Open Reaction Database (ORD), a public repository of structured organic reaction records. describe an organic reaction: reactants, conditions, products, and yield Starting materials: C(C)(C)(C)[Si](OC(CCC1CCC(N1)=O)CC1=CC=CC=C1)(C)C (5-[3-(tert-butyl-dimethyl-silanyloxy)-4-phenyl-butyl]-pyrrolidin-2-one), C(C)OC(C1=CC=C(C=C1)OCCN1C(CCC1=O)CCC(CC1=CC=CC=C1)O[Si](C)(C)C(C)(C)C)=O (4-(2-{2-[3-(tert-butyl-dimethyl-silanyloxy)-4-phenyl-butyl]-5-oxo-pyrrolidin-1-yl}-ethoxy)-benzoic acid ethyl ester). The product is C(C)OC(C1=CC=C(C=C1)OCCN1C(CCC1=O)CCC(CC1=CC=CC=C1)O)=O (4-{2-[2-(3-hydroxy-4-phenyl-butyl)-5-oxo-pyrrolidin-1-yl]-ethoxy}-benzoic acid ethyl ester). Isolated yield 100.2%. As a reaction SMILES: C([Si](C)(C)OC(CC1C=CC=CC=1)CCC1NC(=O)CC1)(C)(C)C.[CH2:25]([O:27][C:28](=[O:62])[C:29]1[CH:34]=[CH:33][C:32]([O:35][CH2:36][CH2:37][N:38]2[C:42](=[O:43])[CH2:41][CH2:40][CH:39]2[CH2:44][CH2:45][CH:46]([O:54][Si](C(C)(C)C)(C)C)[CH2:47][C:48]2[CH:53]=[CH:52][CH:51]=[CH:50][CH:49]=2)=[CH:31][CH:30]=1)[CH3:26]>>[CH2:25]([O:27][C:28](=[O:62])[C:29]1[CH:30]=[CH:31][C:32]([O:35][CH2:36][CH2:37][N:38]2[C:42](=[O:43])[CH2:41][CH2:40][CH:39]2[CH2:44][CH2:45][CH:46]([OH:54])[CH2:47][C:48]2[CH:53]=[CH:52][CH:51]=[CH:50][CH:49]=2)=[CH:33][CH:34]=1)[CH3:26]. Procedure: Analogous to the procedure described for Compound 1A, Step E, 4-(2-{2-[3-(tert-butyl-dimethyl-silanyloxy)-4-phenyl-butyl]-5-oxo-pyrrolidin-1-yl}-ethoxy)-benzoic acid ethyl ester (66.4 mg, 0.122 mmol) was deprotected to provide 4-{2-[2-(3-hydroxy-4-phenyl-butyl)-5-oxo-pyrrolidin-1-yl]-ethoxy}-benzoic acid ethyl ester (52 mg) after purification by radial chromatography (CH2Cl2 to 2% MeOH in CH2Cl2). 1H NMR (CDCl3) δ 7.94 (m, 2H), 7.31-7.16 (m, 5H), 6.83 (m, 2H), 4.30 (q, 2H), 4.12 (m, 2H), 3.90 (m... Reactants: CC(C)=O, [O-][Cl+][O-], NS(=O)(=O)O, [Na+], O=Cc1ccc(Oc2ccccc2)cc1, O. Product: O=C(O)c1ccc(Oc2ccccc2)cc1. Reaction SMILES: [CH3:26][C:27](=[O:28])[CH3:29].[Cl+:21]([O-:22])[O-:23].[NH2:1][S:2](=[O:3])(=[O:4])[OH:5].[Na+:24].[O:6]([c:7]1[cH:8][cH:9][cH:10][cH:11][cH:12]1)[c:13]1[cH:14][cH:15][c:16]([CH:17]=[O:18])[cH:19][cH:20]1.[OH2:25]>>[O:6]([c:7]1[cH:8][cH:9][cH:10][cH:11][cH:12]1)[c:13]1[cH:14][cH:15][c:16]([C:17](=[O:18])[OH:22])[cH:19][cH:20]1. The reactants are C(C)(=O)NNC(C1=CC(=CC(=C1)[N+](=O)[O-])N1CCOCC1)=O (N′-acetyl-3-morpholino-5-nitrobenzohydrazide), CC[N+](CC)(CC)S(=O)(=O)N=C([O-])OC (Burgess reagent), ClC(C)Cl (dichloroethane). Reaction conditions: temperature 120 celsius. Product: CC1=NN=C(O1)C=1C=C(C=C(C1)[N+](=O)[O-])N1CCOCC1 (4-(3-(5-methyl-1,3,4-oxadiazol-2-yl)-5-nitrophenyl)morpholine). RXN SMILES: [C:1]([NH:4][NH:5][C:6](=[O:22])[C:7]1[CH:12]=[C:11]([N+:13]([O-:15])=[O:14])[CH:10]=[C:9]([N:16]2[CH2:21][CH2:20][O:19][CH2:18][CH2:17]2)[CH:8]=1)(=O)[CH3:2].CC[N+](S(N=C(OC)[O-])(=O)=O)(CC)CC.ClC(Cl)C>>[CH3:2][C:1]1[O:22][C:6]([C:7]2[CH:8]=[C:9]([N:16]3[CH2:17][CH2:18][O:19][CH2:20][CH2:21]3)[CH:10]=[C:11]([N+:13]([O-:15])=[O:14])[CH:12]=2)=[N:5][N:4]=1. Reported procedure: A 10 mL microwave vessel equipt with a stirbar was charged with N′-acetyl-3-morpholino-5-nitrobenzohydrazide (0.250 g, 0.811 mmol), Burgess reagent (0.97 g, 4.05 mmol), and dichloroethane (4 mL). The red solution was heated in a microwave at 120° C. for 20 minutes, then concd. The resulting residue was partitioned between EtOAc and water, and the organic layer washed with 1 N HCl, 1 N sodium hydroxide, and brine, then dried over magnesium sulfate and concd. This afforded a crude material that wa... Starting materials: IC1=CC(=CC=C1)[N+](=O)[O-] (1-iodo-3-nitro-benzene), CN1CC(NCC1)=O (4-methyl-piperazin-2-one), CN[C@H]1[C@@H](CCCC1)NC ((1R,2R)-N,N′-dimethyl-cyclohexane-1,2-diamine), P(=O)([O-])([O-])[O-].[K+].[K+].[K+] (potassium phosphate). Reagents/catalysts: [Cu]I (copper(I) iodide). The solvent is O1CCOCC1 (1,4-dioxane). Run at temperature 90 celsius. The product is CN1CC(N(CC1)C1=CC(=CC=C1)[N+](=O)[O-])=O (4-Methyl-1-(3-nitro-phenyl)-piperazin-2-one), solid. Yield: 55.0%. RXN SMILES: I[C:2]1[CH:7]=[CH:6][CH:5]=[C:4]([N+:8]([O-:10])=[O:9])[CH:3]=1.[CH3:11][N:12]1[CH2:17][CH2:16][NH:15][C:14](=[O:18])[CH2:13]1.CN[C@@H]1CCCC[C@H]1NC.P([O-])([O-])([O-])=O.[K+].[K+].[K+]>[Cu]I.O1CCOCC1>[CH3:11][N:12]1[CH2:17][CH2:16][N:15]([C:2]2[CH:7]=[CH:6][CH:5]=[C:4]([N+:8]([O-:10])=[O:9])[CH:3]=2)[C:14](=[O:18])[CH2:13]1 |f:3.4.5.6|. Procedure: 204 a) An oven dried tube was charged with 1-iodo-3-nitro-benzene (2.60 g, 10.4 mmol), 4-methyl-piperazin-2-one (1.00 g, 8.76 mmol), copper(I) iodide (85.0 mg, 0.446 mmol), (1R,2R)-N,N′-dimethyl-cyclohexane-1,2-diamine (0.14 mL, 0.89 mmol), potassium phosphate (3.75 g, 17.7 mmol) and 1,4-dioxane (10 mL). The tube was carefully evacuated and backflushed with nitrogen three times then sealed. The mixture was heated at 90° C. for 24 hours then cooled to room temperature and diluted with dichloromet... Starting materials: FC1=C(C=CC(=C1)I)C(=O)N1CCN(CC1)C1=NC=C(C=C1C)C(F)(F)F ((2-fluoro-4-iodophenyl)[4-(3-methyl-5-trifluoromethylpyridin-2-yl)piperazin-1-yl]methanone), C[C@H]1NS(CC1)(=O)=O ((R)-3-methylisothiazolidine 1,1-dioxide). The product is FC1=C(C=CC(=C1)N1S(CC[C@H]1C)(=O)=O)C(=O)N1CCN(CC1)C1=NC=C(C=C1C)C(F)(F)F ((R)-[2-fluoro-4-(3-methyl-1,1-dioxo-1λ6-isothiazolidin-2-yl)phenyl][4-(3-methyl-5-trifluoromethylpyridin-2-yl)piperazin-1-yl]methanone). Yield: 5.6%. Reaction SMILES: [F:1][C:2]1[CH:7]=[C:6](I)[CH:5]=[CH:4][C:3]=1[C:9]([N:11]1[CH2:16][CH2:15][N:14]([C:17]2[C:22]([CH3:23])=[CH:21][C:20]([C:24]([F:27])([F:26])[F:25])=[CH:19][N:18]=2)[CH2:13][CH2:12]1)=[O:10].[CH3:28][C@@H:29]1[CH2:33][CH2:32][S:31](=[O:35])(=[O:34])[NH:30]1>>[F:1][C:2]1[CH:7]=[C:6]([N:30]2[C@H:29]([CH3:28])[CH2:33][CH2:32][S:31]2(=[O:35])=[O:34])[CH:5]=[CH:4][C:3]=1[C:9]([N:11]1[CH2:16][CH2:15][N:14]([C:17]2[C:22]([CH3:23])=[CH:21][C:20]([C:24]([F:27])([F:26])[F:25])=[CH:19][N:18]=2)[CH2:13][CH2:12]1)=[O:10]. Procedure: Using (2-fluoro-4-iodophenyl)[4-(3-methyl-5-trifluoromethylpyridin-2-yl)piperazin-1-yl]methanone (507 mg) described in Preparation Example 161 and (R)-3-methylisothiazolidine 1,1-dioxide (139 mg) described in Preparation Example 2 and by the reaction and treatment in the same manner as in Example 1, the title compound (29 mg) was obtained.